The task is: describe an organic reaction: reactants, conditions, products, and yield. This data is from the Open Reaction Database (ORD), a public repository of structured organic reaction records. The reactants are C(C1=CC(O)=C(O)C(O)=C1)(=O)OC (methyl gallate), Cl[Si](C)(C)Cl (dichlorodimethylsilane), S(=O)(=O)(C1=CC=C(C)C=C1)Cl (tosyl chloride). The solvent is O (water), C(C)(=O)O (acetic acid), C(Cl)Cl (methylene chloride), C(C)N(CC)CC (triethylamine), C(C)N(CC)CC (triethylamine). Conditions: temperature 2.5 celsius, time 30 minute. Yields the product CC1C(C(=O)O)=CC(=C(C1(O)S(=O)(=O)C1=CC=C(C)C=C1)O)O.OC=1C=C(C(=O)OC)C=C(C1O)OS(=O)(=O)C1=CC=C(C=C1)C (methyl 3,4-dihydroxy-5-[((4-methylphenyl)-sulphonyl]oxy]-benzoate (methyl 3-tosylgallate)). As a reaction SMILES: [C:1]([O:12][CH3:13])(=[O:11])[C:2]1[CH:10]=[C:8]([OH:9])[C:6]([OH:7])=[C:4]([OH:5])[CH:3]=1.Cl[Si](Cl)(C)[CH3:16].[S:19](Cl)([C:22]1[CH:28]=[CH:27][C:25]([CH3:26])=[CH:24][CH:23]=1)(=[O:21])=[O:20]>O.C(O)(=O)C.C(N(CC)CC)C.C(Cl)Cl>[CH3:16][CH:10]1[C:8]([S:19]([C:22]2[CH:28]=[CH:27][C:25]([CH3:26])=[CH:24][CH:23]=2)(=[O:21])=[O:20])([OH:9])[C:6]([OH:7])=[C:4]([OH:5])[CH:3]=[C:2]1[C:1]([OH:12])=[O:11].[OH:9][C:8]1[CH:10]=[C:2]([CH:3]=[C:4]([O:5][S:19]([C:22]2[CH:28]=[CH:27][C:25]([CH3:26])=[CH:24][CH:23]=2)(=[O:21])=[O:20])[C:6]=1[OH:7])[C:1]([O:12][CH3:13])=[O:11] |f:7.8|. Reported procedure: 303 ml of triethylamine is added over 10 minutes at ambient temperature to an agitated mixture of 200 g of methyl gallate and 2 litres of methylene chloride. After dissolution, the reaction medium is cooled down to 0-5° C. then 130 ml of dichlorodimethylsilane is added over one hour at this temperature, agitation is carried out for a further 30 minutes at this temperature. While maintaining the temperature at 0-5° C., 303.2 ml of triethylamine is added over 25 minutes then 227.6 g of tosyl chlor...